describe an organic reaction: reactants, conditions, products, and yield From a dataset of the Open Reaction Database (ORD), a public repository of structured organic reaction records. The reactants are CC1(C)CO1, CC1(C)OB(c2cn[nH]c2)OC1(C)C, [H-], [Na+], CN(C)C=O. Product: CC(C)(O)Cn1cc(B2OC(C)(C)C(C)(C)O2)cn1. As a reaction SMILES: [CH3:17][C:18]1([CH3:21])[O:19][CH2:20]1.[CH3:3][C:4]1([CH3:16])[O:5][B:6]([c:11]2[cH:12][n:13][nH:14][cH:15]2)[O:7][C:8]1([CH3:9])[CH3:10].[H-:1].[Na+:2].[O:22]=[CH:23][N:24]([CH3:25])[CH3:26]>>[CH3:3][C:4]1([CH3:16])[O:5][B:6]([c:11]2[cH:12][n:13][n:14]([CH2:20][C:18]([CH3:17])([OH:19])[CH3:21])[cH:15]2)[O:7][C:8]1([CH3:9])[CH3:10]. Reactants: NC1=C2C(C(=CN(C2=CC(=C1F)F)C1CC1)C(=O)O)=O (5-amino-1-cyclopropyl-6,7-difluoro-1,4-dihydro-4-oxoquinoline-3-carboxylic acid), N1CCNCC1 (piperazine). The solvent is N1=CC=CC=C1 (pyridine). The product is NC1=C2C(C(=CN(C2=CC(=C1F)N1CCNCC1)C1CC1)C(=O)O)=O (5-amino-1-cyclopropyl-6-fluoro-7-(1-piperazinyl)-1,4-dihydro-4-oxoquinoline-3-carboxylic acid). Yield: 84.8%. RXN SMILES: [NH2:1][C:2]1[C:11]([F:12])=[C:10](F)[CH:9]=[C:8]2[C:3]=1[C:4](=[O:20])[C:5]([C:17]([OH:19])=[O:18])=[CH:6][N:7]2[CH:14]1[CH2:16][CH2:15]1.[NH:21]1[CH2:26][CH2:25][NH:24][CH2:23][CH2:22]1>N1C=CC=CC=1>[NH2:1][C:2]1[C:11]([F:12])=[C:10]([N:21]2[CH2:26][CH2:25][NH:24][CH2:23][CH2:22]2)[CH:9]=[C:8]2[C:3]=1[C:4](=[O:20])[C:5]([C:17]([OH:19])=[O:18])=[CH:6][N:7]2[CH:14]1[CH2:16][CH2:15]1. Reported procedure: A mixture of 0.42 g of 5-amino-1-cyclopropyl-6,7-difluoro-1,4-dihydro-4-oxoquinoline-3-carboxylic acid, 0.39 g of anhydrous piperazine and 10 ml of pyridine was heated under reflux for 2.5 hours. The reaction mixture was concentrated to dryness under reduced pressure, and the residue was washed with ethanol and then dissolved in water and a 1N aqueous solution of sodium hydroxide. The solution was neutralized with a 10% aqueous solution of acetic acid. The crystals which precipitated were collec... Reactants: C1(=CC=CC=C1)C1(CCOCC1)C(=O)O (4-Phenyl-tetrahydro-2H-pyran-4-carboxylic acid), acid chloride, S(=O)(Cl)Cl (thionyl chloride), C(CC(=O)OCC)(=O)OCC (diethyl malonate), [Mg+2].[Cl-].[Cl-] (MgCl2), TEA. The solvent is C(C)#N (ACN), CCOC(=O)C (EtOAc). Conditions: time 3 hour. The product is C1(=CC=CC=C1)C1(CCOCC1)C(=O)C(C(=O)OCC)C(=O)OCC (Diethyl 2-(4-phenyl-tetrahydro-2H-pyran-4-carbonyl)malonate). RXN SMILES: [C:1]([O:9][CH2:10][CH3:11])(=[O:8])[CH2:2][C:3]([O:5][CH2:6][CH3:7])=[O:4].[Mg+2].[Cl-].[Cl-].[C:15]1([C:21]2([C:27](O)=[O:28])[CH2:26][CH2:25][O:24][CH2:23][CH2:22]2)[CH:20]=[CH:19][CH:18]=[CH:17][CH:16]=1.S(Cl)(Cl)=O>C(#N)C.CCOC(C)=O>[C:15]1([C:21]2([C:27]([CH:2]([C:3]([O:5][CH2:6][CH3:7])=[O:4])[C:1]([O:9][CH2:10][CH3:11])=[O:8])=[O:28])[CH2:22][CH2:23][O:24][CH2:25][CH2:26]2)[CH:16]=[CH:17][CH:18]=[CH:19][CH:20]=1 |f:1.2.3|. Procedure details: To a solution of diethyl malonate (3.96 mL, 26.2 mmol) in ACN (52.4 mL) at 0° C. was added MgCl2 (2.74 g, 28.8 mmol) in one portion. TEA (7.30 mL, 52.4 mmol) was added dropwise, and the reaction mixture was allowed to warm to ambient temperature and stirred for 3 hours. 4-Phenyl-tetrahydro-2H-pyran-4-carboxylic acid (5.13 g, 24.9 mmol) was converted to the acid chloride by addition of thionyl chloride and reaction at 65° C. for 1 hour. The resulting acid chloride solution was then concentrated i... Starting materials: [BH4-].[Na+] (sodium borohydride), C(C)(=O)C=1OC2=C(C1)C=CC=C2OCC(CN2CCN(CC2)C2=C(C=CC=C2)OC)O (2-acetyl-7-{2-hydroxy-3-[4-(2-methoxyphenyl)piperazinyl]propoxy}benzofuran), CC(=O)C (aceton), [BH4-].[Na+] (sodium borohydride). Solvent: C(C)O (ethanol). Conditions: time 1 hour. Yields the product OC(C)C=1OC2=C(C1)C=CC=C2OCC(CN2CCN(CC2)C2=C(C=CC=C2)OC)O (2-(1-hydroxyethyl)-7-{2-hydroxy-3-[4-(2-methoxyphenyl)piperazinyl]propoxy}benzofuran). As a reaction SMILES: [C:1]([C:4]1[O:5][C:6]2[C:12]([O:13][CH2:14][CH:15]([OH:31])[CH2:16][N:17]3[CH2:22][CH2:21][N:20]([C:23]4[CH:28]=[CH:27][CH:26]=[CH:25][C:24]=4[O:29][CH3:30])[CH2:19][CH2:18]3)=[CH:11][CH:10]=[CH:9][C:7]=2[CH:8]=1)(=[O:3])[CH3:2].[BH4-].[Na+].CC(C)=O>C(O)C>[OH:3][CH:1]([C:4]1[O:5][C:6]2[C:12]([O:13][CH2:14][CH:15]([OH:31])[CH2:16][N:17]3[CH2:18][CH2:19][N:20]([C:23]4[CH:28]=[CH:27][CH:26]=[CH:25][C:24]=4[O:29][CH3:30])[CH2:21][CH2:22]3)=[CH:11][CH:10]=[CH:9][C:7]=2[CH:8]=1)[CH3:2] |f:1.2|. Reported procedure: There was dissolved 4.3 g (0.01 mole) of 2-acetyl-7-{2-hydroxy-3-[4-(2-methoxyphenyl)piperazinyl]propoxy}benzofuran in 50 ml of ethanol, and thereto 0.35 g of sodium borohydride was gradually added with cooling with ice. After stirring 1 hour, aceton was added to decompose the excess sodium borohydride and the solvent was distilled away under reduced pressure. The residue was extracted from ethyl acetate and the obtained extract was dried with magnesium after washing with water. Ethyl acetate wa... Starting materials: BrC1=CC(=C(N)C=C1C)F (4-bromo-2-fluoro-5-methylaniline), FC1=C(C=C(C=C1)C(F)(F)F)N=C=O (2-fluoro-5-(trifluoromethyl)phenyl isocyanate), CCOCC (Et2O). Solvent: C1CCOC1 (THF), C1CCOC1 (THF). The product is BrC1=CC(=C(C=C1C)NC(=O)NC1=C(C=CC(=C1)C(F)(F)F)F)F (1-(4-bromo-2-fluoro-5-methylphenyl)-3-[2-fluoro-5-(trifluoromethyl)phenyl]urea). As a reaction SMILES: [Br:1][C:2]1[C:8]([CH3:9])=[CH:7][C:5]([NH2:6])=[C:4]([F:10])[CH:3]=1.[F:11][C:12]1[CH:17]=[CH:16][C:15]([C:18]([F:21])([F:20])[F:19])=[CH:14][C:13]=1[N:22]=[C:23]=[O:24].CCOCC>C1COCC1>[Br:1][C:2]1[C:8]([CH3:9])=[CH:7][C:5]([NH:6][C:23]([NH:22][C:13]2[CH:14]=[C:15]([C:18]([F:19])([F:21])[F:20])[CH:16]=[CH:17][C:12]=2[F:11])=[O:24])=[C:4]([F:10])[CH:3]=1. Procedure: To a solution of 4-bromo-2-fluoro-5-methylaniline (500 mg, 2.45 mmol.) in THF (3 mL) was added the 2-fluoro-5-(trifluoromethyl)phenyl isocyanate (625 mg, 3.0 mmol). The reaction generated a white solid within 10 min. An additional portion of THF (3 mL) was added and the mixture dissolved. TLC analysis (1:1 Et2O:Hex) indicated that the reaction was complete. The product was purified by flash column chromatography (Hex:Et2O 2:1 to Et2O). 1H-NMR (DMSO-d6) δ 9.37 (d, J=2.8 Hz, 1H), 9.17 (d, J=2.4 Hz... Reaction SMILES: S([O-])([O:4][CH2:5][CH2:6][CH2:7][CH2:8][CH2:9][CH2:10][CH2:11][CH2:12][CH2:13][CH2:14][CH2:15][CH3:16])(=O)=O.[Na+].P([O-])([O-])([O-])=O.[Na+].[Na+].[Na+].O.[CH2:28]1[C:36]2C=CC3C4C(CC(=O)C=3[C:31]=2[C:30](=O)[C:29]1=O)=CC=CC=4.NCC(N)=O.C(N)C#N.NCC(O)=O>O.CO>[C:5]1(=[O:4])[C:9]2[CH:10]=[CH:11][C:12]3[C:30]4[C:16]([CH:15]=[CH:14][C:13]=3[C:8]=2[CH:7]=[CH:6]1)=[CH:31][CH:36]=[CH:28][CH:29]=4 |f:0.1,2.3.4.5,6.7|. Reactants: amines, NCC(=O)N (glycinamide), O.C1C(C(C=2C3=C(C=CC12)C1=CC=CC=C1CC3=O)=O)=O (naphthindan-2,3,4-trione hydrate), NCC(=O)O (glycine), NCC(=O)N (glycinamide), NCC(=O)O (glycine), S(=O)(=O)(OCCCCCCCCCCCC)[O-].[Na+] (sodium dodecyl sulfate), P(=O)([O-])([O-])[O-].[Na+].[Na+].[Na+] (sodium phosphate), C(C#N)N (glycinonitrile). Product: C1(C=CC=2C3=C(C=CC12)C1=CC=CC=C1C=C3)=O (naphthindenone). Run at temperature 25 celsius. The solvent is O (water), CO (methanol). Reported procedure: FIG. 2 illustrates the use of the system of FIG. 1 for the analysis of a sample which contains amines. The mobile phase contains sodium dodecyl sulfate, methanol, water and sodium phosphate to adjust the pH to 2.5, which functions as the elutriant and peri-naphthindan-2,3,4-trione hydrate which functions as the reactant component. The sample to be analyzed contains glycinamide, glycinonitrile, and glycine. The objective in this instance is to detect the glycine and glycinamide in this mixture. T... The reactants are C(C)(=O)OCC(COC(C)=O)C1=CC(=C(C=C1)N)C1=CCCCC1 (Acetic acid 3-acetoxy-2-(4-amino-3-cyclohex-1-enyl-phenyl)-propyl ester), C(#N)C=1N=C(N(C1)COCC[Si](C)(C)C)C(=O)O (4-cyano-1-(2-trimethylsilanyl-ethoxymethyl)-1H-imidazole-2-carboxylic acid), [K] (potassium). Product: C(C)(=O)OCC(COC(C)=O)C1=CC(=C(C=C1)NC(=O)C=1N(C=C(N1)C#N)COCC[Si](C)(C)C)C1=CCCCC1 (Acetic acid 3-acetoxy-2-(4-{[4-cyano-1-(2-trimethylsilanyl-ethoxymethyl)-1H-imidazole-2-carbonyl]-amino}-3-cyclohex-1-enyl-phenyl)-propyl ester). As a reaction SMILES: [C:1]([O:4][CH2:5][CH:6]([C:12]1[CH:17]=[CH:16][C:15]([NH2:18])=[C:14]([C:19]2[CH2:24][CH2:23][CH2:22][CH2:21][CH:20]=2)[CH:13]=1)[CH2:7][O:8][C:9](=[O:11])[CH3:10])(=[O:3])[CH3:2].[C:25]([C:27]1[N:28]=[C:29]([C:40](O)=[O:41])[N:30]([CH2:32][O:33][CH2:34][CH2:35][Si:36]([CH3:39])([CH3:38])[CH3:37])[CH:31]=1)#[N:26].[K]>>[C:9]([O:8][CH2:7][CH:6]([C:12]1[CH:17]=[CH:16][C:15]([NH:18][C:40]([C:29]2[N:30]([CH2:32][O:33][CH2:34][CH2:35][Si:36]([CH3:39])([CH3:38])[CH3:37])[CH:31]=[C:27]([C:25]#[N:26])[N:28]=2)=[O:41])=[C:14]([C:19]2[CH2:24][CH2:23][CH2:22][CH2:21][CH:20]=2)[CH:13]=1)[CH2:5][O:4][C:1](=[O:3])[CH3:2])(=[O:11])[CH3:10] |^1:42|. Reported procedure: Acetic acid 3-acetoxy-2-(4-amino-3-cyclohex-1-enyl-phenyl)-propyl ester (as prepared in the previous step) was coupled to 4-cyano-1-(2-trimethylsilanyl-ethoxymethyl)-1H-imidazole-2-carboxylic acid, potassium salt (as prepared in Example 1, step (d)) as described in Example 1, step (f) to obtain the title compound: Mass spectrum (ESI, m/z): Calcd. for C30H40N4O6Si, 581.2 (M+H). found 581.0. Run in C1CCOC1 (THF), C1CCOC1 (THF), C1CCOC1 (THF). The reagents and catalysts are [I-].C(CCC)[N+](CCCC)(CCCC)CCCC (tetrabutyl ammonium iodide). The reactants are BrCC1=CC=C(C(=O)OC(C)(C)C)C=C1 (tert-butyl 4-bromomethylbenzoate), [Si](C)(C)(C(C)(C)C)OC1=CC=C(C=C1)CC(C(=O)OC)O (methyl 3-(4-tert-butyldimethylsilyloxyphenyl)-2-hydroxypropionate), [H-].[Na+] (sodium hydride). The product is [Si](C)(C)(C(C)(C)C)OC1=CC=C(C=C1)CC(C(=O)OC)OCC1=CC=C(C=C1)C(=O)OC(C)(C)C (Methyl 3-(4-tert-butyldimethylsilyloxyphenyl)-2-[(4-tert-butoxycarbonylphenyl)methoxy]propionate). The yield is 41.2%. Procedure: A solution of methyl 3-(4-tert-butyldimethylsilyloxyphenyl)-2-hydroxypropionate (300 mg, 0.97 mmol) in THF (2 ml) at −78° C. was treated with a suspension of sodium hydride (60%, 40 mg, 1 mmol) in THF (1 ml). The mixture was stirred at −40° C. for 15 minutes, then tetrabutyl ammonium iodide (20 mg) and tert-butyl 4-bromomethylbenzoate (270 mg, 0.97mmol) dissolved in THF (1 ml) were added. After the cooling bath was removed, the mixture was stirred for 16 hours, quenched with saturated aqueous am... Run at temperature -40 celsius, time 15 minute. Reaction SMILES: [Si:1]([O:8][C:9]1[CH:14]=[CH:13][C:12]([CH2:15][CH:16]([OH:21])[C:17]([O:19][CH3:20])=[O:18])=[CH:11][CH:10]=1)([C:4]([CH3:7])([CH3:6])[CH3:5])([CH3:3])[CH3:2].[H-].[Na+].Br[CH2:25][C:26]1[CH:38]=[CH:37][C:29]([C:30]([O:32][C:33]([CH3:36])([CH3:35])[CH3:34])=[O:31])=[CH:28][CH:27]=1>C1COCC1.[I-].C([N+](CCCC)(CCCC)CCCC)CCC>[Si:1]([O:8][C:9]1[CH:10]=[CH:11][C:12]([CH2:15][CH:16]([O:21][CH2:25][C:26]2[CH:27]=[CH:28][C:29]([C:30]([O:32][C:33]([CH3:36])([CH3:35])[CH3:34])=[O:31])=[CH:37][CH:38]=2)[C:17]([O:19][CH3:20])=[O:18])=[CH:13][CH:14]=1)([C:4]([CH3:5])([CH3:7])[CH3:6])([CH3:3])[CH3:2] |f:1.2,5.6|.